The task is: describe an organic reaction: reactants, conditions, products, and yield. This data is from the Open Reaction Database (ORD), a public repository of structured organic reaction records. Reactants: OCCC#CC1=CC=C(S1)C=1SC=CC1 (5-(4-hydroxy-1-butynyl)-2,2'-bithiophene), C(C1=CC=CC=C1)(=O)Cl (benzoyl chloride). The solvent is N1=CC=CC=C1 (pyridine), C(C)(=O)[O-] (acetate). Conditions: time 8 hour. The product is C(C1=CC=CC=C1)OCCC#CC1=CC=C(S1)C=1SC=CC1 (5-(4-benzoxy-1-butynyl)-2,2'-bithiophene). RXN SMILES: [OH:1][CH2:2][CH2:3][C:4]#[C:5][C:6]1[S:10][C:9]([C:11]2[S:12][CH:13]=[CH:14][CH:15]=2)=[CH:8][CH:7]=1.[C:16](Cl)(=O)[C:17]1[CH:22]=[CH:21][CH:20]=[CH:19][CH:18]=1>N1C=CC=CC=1.C([O-])(=O)C>[CH2:16]([O:1][CH2:2][CH2:3][C:4]#[C:5][C:6]1[S:10][C:9]([C:11]2[S:12][CH:13]=[CH:14][CH:15]=2)=[CH:8][CH:7]=1)[C:17]1[CH:22]=[CH:21][CH:20]=[CH:19][CH:18]=1. Procedure details: 0.8 g of 5-(4-hydroxy-1-butynyl)-2,2'-bithiophene was dissolved in 8 ml of pyridine. 1 ml of benzoyl chloride was added at room temperature, stirred for few minutes and kept overnight. The reaction mixture was treated as in acetate example 81. Slightly yellowish crystal was then obtained and the melting point thereof was 61° C. Reactants: C(CC)N(C1CC2=C(C=3C=CNC3C=C2)CC1)CCC (dipropyl-(6,7,8,9-tetrahydro-3H-benzo[e]indol-7-yl)amine), O (water), Br.[NH+]1=CC=CC=C1 (pyridiniumhydrobromide), C(C)(=O)O (acetic acid), C(C)(=O)O (acetic acid). Run at temperature 80 celsius. Yields the product C(CC)N(CCC)C1C(NC=2C=CC3=C(C12)CCCC3)=O (Dipropylamino-1,3,6,7,8,9-hexahydro-benzo[e]indol-2-one). Yield: 100.0%. RXN SMILES: C(N(CCC)[CH:5]1[CH2:17][CH2:16][C:8]2[C:9]3[CH:10]=[CH:11][NH:12][C:13]=3[CH:14]=[CH:15][C:7]=2[CH2:6]1)CC.[OH2:21].Br.[NH+:23]1[CH:28]=C[CH:26]=[CH:25][CH:24]=1.[C:29](O)(=O)[CH3:30]>>[CH2:24]([N:23]([CH:10]1[C:9]2[C:8]3[CH2:16][CH2:17][CH2:5][CH2:6][C:7]=3[CH:15]=[CH:14][C:13]=2[NH:12][C:11]1=[O:21])[CH2:28][CH2:29][CH3:30])[CH2:25][CH3:26] |f:2.3|. Procedure: To a solution of dipropyl-(6,7,8,9-tetrahydro-3H-benzo[e]indol-7-yl)amine (200 mg, 0.74 mmol), water (5 ML) in acetic acid (50 mL) was added dropwise to a solution of pyridiniumhydrobromide perbromide (310 mg, 0.91 mmol) in acetic acid (100 mL). The solution was heated and stirred at 80° C. over night. After cooling the solution was evaporated to an aqueous residue, which was basified (10% sodium carbonate) and extracted three times with ethyl acetate. The organic extract was dried (magnesium su...